Dataset: the Open Reaction Database (ORD), a public repository of structured organic reaction records. Task: describe an organic reaction: reactants, conditions, products, and yield Reactants: ICOC(OC(C)CC)=S (Thiocarbonic acid O-sec-butyl ester O-iodomethyl ester), C(C1=CC=CC=C1)OP(=O)(OCC1=CC=CC=C1)[O-].C(CCC)[N+](CCCC)(CCCC)CCCC (tetrabutylammonium dibenzylphosphate). Solvent: O1CCCC1 (tetrahydrofuran), O1CCCC1 (tetrahydrofuran). Reaction conditions: time 24 hour. Yields the product C(OCOP(=O)(OCC1=CC=CC=C1)OCC1=CC=CC=C1)(OC(C)CC)=S (O-({[bis(benzyloxy)phosphoryl]oxy}methyl) O-(sec-butyl) thiocarbonate). Reaction SMILES: I[CH2:2][O:3][C:4](=[S:10])[O:5][CH:6]([CH2:8][CH3:9])[CH3:7].[CH2:11]([O:18][P:19]([O-:29])([O:21][CH2:22][C:23]1[CH:28]=[CH:27][CH:26]=[CH:25][CH:24]=1)=[O:20])[C:12]1[CH:17]=[CH:16][CH:15]=[CH:14][CH:13]=1.C([N+](CCCC)(CCCC)CCCC)CCC>O1CCCC1>[C:4](=[S:10])([O:5][CH:6]([CH2:8][CH3:9])[CH3:7])[O:3][CH2:2][O:29][P:19]([O:18][CH2:11][C:12]1[CH:17]=[CH:16][CH:15]=[CH:14][CH:13]=1)([O:21][CH2:22][C:23]1[CH:28]=[CH:27][CH:26]=[CH:25][CH:24]=1)=[O:20] |f:1.2|. Reported procedure: The product of Example 19B (7.3 g, 27 mmoles) and tetrabutylammonium dibenzylphosphate (13.8 g, 26.6 mmol) were mixed in 20 ml of tetrahydrofuran and stirred at room temperature for 24 hours. The mixture was diluted with 100 mL of tetrahydrofuran, filtered through celite and the solvent was evaporated. The residue was resuspended in 200 mL of 20% ethyl acetate in hexane and the precipitate was filtered and washed with an additional 100 mL of 20% ethyl acetate. The organic filtrates were combined... Reactants: C(C)(=O)O.C1=CC=CC2=CC3=CC=CC=C3C(=C12)OCCCN (1-(9-anthryloxy)-3-aminopropane acetate), S(O)(O)(=O)=O (sulfuric acid). The solvent is O (water). Product: S(O)(O)(=O)=O.C1=CC=CC2=CC3=CC=CC=C3C(=C12)OCCCN (1-(9-anthryloxy)-3-aminopropane bisulfate). As a reaction SMILES: C(O)(=O)C.[CH:5]1[C:18]2[C:9](=[CH:10][C:11]3[C:16]([C:17]=2[O:19][CH2:20][CH2:21][CH2:22][NH2:23])=[CH:15][CH:14]=[CH:13][CH:12]=3)[CH:8]=[CH:7][CH:6]=1.[S:24](=[O:28])(=[O:27])([OH:26])[OH:25]>O>[S:24](=[O:26])(=[O:25])([OH:28])[OH:27].[CH:15]1[C:16]2[C:11](=[CH:10][C:9]3[C:18]([C:17]=2[O:19][CH2:20][CH2:21][CH2:22][NH2:23])=[CH:5][CH:6]=[CH:7][CH:8]=3)[CH:12]=[CH:13][CH:14]=1 |f:0.1,4.5|. Procedure details: 1-(9-anthryloxy)-3-aminopropane acetate (1.0 g) is dissolved in 50 ml water containing a stoichiometric equivalent to sulfuric acid, and the solution evaporated to dryness. The product is suspended in ethanol and filtered, air dried and recrystallized from methanol/acetone to yield 1-(9-anthryloxy)-3-aminopropane bisulfate. The reactants are C(C1=CC=CC=C1)OC[C@H](C(=O)N1CC2(C(CN(C2=O)C)C2=CC=CC=C2)CCC1)NC(C(C)(C)NC(OC(C)(C)C)=O)=O (tert-Butyl 1-((2R)-3-(benzyloxy)-1-(2-methyl-1-oxo-4-phenyl-2,7-diazaspiro[4.5]decan-7-yl)-1-oxopropan-2-ylamino)-2-methyl-1-oxopropan-2-ylcarbamate), C(=O)(C(F)(F)F)O (TFA). Solvent: C(Cl)Cl (DCM). Reaction conditions: time 1 hour. The product is NC(C(=O)N[C@@H](C(=O)N1CC2(C(CN(C2=O)C)C2=CC=CC=C2)CCC1)COCC1=CC=CC=C1)(C)C (2-Amino-N-((2R)-3-(benzyloxy)-1-(2-methyl-1-oxo-4-phenyl-2,7-diazaspiro[4.5]decan-7-yl)-1-oxopropan-2-yl)-2-methylpropanamide). Reaction SMILES: [CH2:1]([O:8][CH2:9][C@@H:10]([NH:31][C:32](=[O:44])[C:33]([NH:36]C(=O)OC(C)(C)C)([CH3:35])[CH3:34])[C:11]([N:13]1[CH2:30][CH2:29][CH2:28][C:15]2([C:19](=[O:20])[N:18]([CH3:21])[CH2:17][CH:16]2[C:22]2[CH:27]=[CH:26][CH:25]=[CH:24][CH:23]=2)[CH2:14]1)=[O:12])[C:2]1[CH:7]=[CH:6][CH:5]=[CH:4][CH:3]=1.C(O)(C(F)(F)F)=O>C(Cl)Cl>[NH2:36][C:33]([CH3:35])([CH3:34])[C:32]([NH:31][C@H:10]([CH2:9][O:8][CH2:1][C:2]1[CH:3]=[CH:4][CH:5]=[CH:6][CH:7]=1)[C:11]([N:13]1[CH2:30][CH2:29][CH2:28][C:15]2([C:19](=[O:20])[N:18]([CH3:21])[CH2:17][CH:16]2[C:22]2[CH:23]=[CH:24][CH:25]=[CH:26][CH:27]=2)[CH2:14]1)=[O:12])=[O:44]. Procedure: tert-Butyl 1-((2R)-3-(benzyloxy)-1-(2-methyl-1-oxo-4-phenyl-2,7-diazaspiro[4.5]decan-7-yl)-1-oxopropan-2-ylamino)-2-methyl-1-oxopropan-2-ylcarbamate (1.18 g, 1.945 mmol) in DCM (15 ml) was treated with TFA (7 ml, 91 mmol) and stirred at RT for 1 hour. The solvent was removed in vacuo and the residue was partitioned between EtOAc (200 ml) and sat. sodium bicarbonate solution (100 ml). The organic portion was dried (MgSO4) and concentrated in vacuo to afford the title compound as a diastereomeric ... Reactants: BrC1=CC=C(C=C1)C=1OC(=C(N1)CC(=O)O)C (2-(4-bromophenyl)-5-methyl-4-oxazoleacetic acid), solution. The solvent is C1CCOC1 (THF), C1CCOC1 (THF). Conditions: time 2 hour. Product: BrC1=CC=C(C=C1)C=1OC(=C(N1)CCO)C (2-(4-bromophenyl)-5-methyl-4-oxazoleethanol). The yield is 73.3%. RXN SMILES: [Br:1][C:2]1[CH:7]=[CH:6][C:5]([C:8]2[O:9][C:10]([CH3:17])=[C:11]([CH2:13][C:14](O)=[O:15])[N:12]=2)=[CH:4][CH:3]=1>C1COCC1>[Br:1][C:2]1[CH:3]=[CH:4][C:5]([C:8]2[O:9][C:10]([CH3:17])=[C:11]([CH2:13][CH2:14][OH:15])[N:12]=2)=[CH:6][CH:7]=1. Procedure: A solution of 2-(4-bromophenyl)-5-methyl-4-oxazoleacetic acid (39.1 g, 0.13 mol) in dry THF (175 mL) was treated dropwise with borane-THF complex (227 mL of a 1.0 M solution in THF, 1.3 mol) over 2 h (reaction temperature to 35° C.). After stirring 2 h at rt under N2, the reaction was quenched with slow addition of methanol (60 mL) and stirred overnight at rt. The reaction was diluted with 1 N NaOH (50 mL) and extracted with CH2Cl2 (2×200 mL). The organic layer was washed with H2O (3×100 mL), dr... Reactants: t-butyl 7-phthalisoimido-3-acetoxymethyl-3-cephem-4-carboxylate, t-butyl ester, S1C(=CC=C1)CC(=O)Cl (2-thienylacetyl chloride), C1CCOC1 (THF), NN (hydrazine), CC(=O)OCC1=C(N2[C@@H]([C@@H](C2=O)NC(=O)CC3=CC=CS3)SC1)C(=O)O (cephalothin). The solvent is CC#N (MeCN), C(Cl)(Cl)Cl (CHCl3). Reaction conditions: time 5 minute. Product: S1C(=CC=C1)CC(=O)NC1[C@@H]2N(C(=C(CS2)COC(C)=O)C(=O)OC(C)(C)C)C1=O (t-Butyl 7-(2-thienylacetamido)-3-acetoxymethyl-3-cephem-4-carboxylate). RXN SMILES: [CH2:1]1[CH2:5]OC[CH2:2]1.NN.S1C=CC=[C:9]1CC(Cl)=O.[CH3:17][C:18]([O:20][CH2:21][C:22]1[CH2:39][S:38][C@@H:25]2[C@H:26]([NH:29][C:30]([CH2:32][C:33]3[S:37][CH:36]=[CH:35][CH:34]=3)=[O:31])[C:27](=[O:28])[N:24]2[C:23]=1[C:40]([OH:42])=[O:41])=[O:19]>C(Cl)(Cl)Cl.CC#N>[S:37]1[CH:36]=[CH:35][CH:34]=[C:33]1[CH2:32][C:30]([NH:29][CH:26]1[C:27](=[O:28])[N:24]2[C:23]([C:40]([O:42][C:1]([CH3:2])([CH3:5])[CH3:9])=[O:41])=[C:22]([CH2:21][O:20][C:18](=[O:19])[CH3:17])[CH2:39][S:38][C@H:25]12)=[O:31]. Procedure: A solution of 1.37 g. (3 mmol.) of t-butyl 7-phthalisoimido-3-acetoxymethyl-3-cephem-4-carboxylate in 10 ml. of dry THF was cooled in an ice water bath, and 0.12 ml. of anhydrous hydrazine was added. After the mixture was stirred for 5 min., 0.75 ml. of 2-thienylacetyl chloride was added, and the mixture was refluxed for 8 min., cooled and evaporated to dryness. The residue was dissolved in ethyl acetate, and the solution was washed successively with NaHCO3 solution, 1N HCl, water and brine. The... Reactants: CCCCCCCCCCCCCC=CC(O)C(CO)NC(=O)CCCCCCCCCCCCCCC, C1CCOC1, CN(C)c1ccccn1. Yields the product CCCCCCCCCCCCCC=CC1OC(=O)OCC1NC(=O)CCCCCCCCCCCCCCC. RXN SMILES: [C:1]([CH2:2][CH2:3][CH2:4][CH2:5][CH2:6][CH2:7][CH2:8][CH2:9][CH2:10][CH2:11][CH2:12][CH2:13][CH2:14][CH2:15][CH3:16])(=[O:17])[NH:18][CH:19]([CH2:20][OH:21])[CH:22]([OH:23])[CH:24]=[CH:25][CH2:26][CH2:27][CH2:28][CH2:29][CH2:30][CH2:31][CH2:32][CH2:33][CH2:34][CH2:35][CH2:36][CH2:37][CH3:38].[CH2:48]1[CH2:50][CH2:49][CH2:51][O:52]1.[CH3:39][N:40]([c:41]1[cH:42][cH:43][cH:44][cH:45][n:46]1)[CH3:47]>>[C:1]([CH2:2][CH2:3][CH2:4][CH2:5][CH2:6][CH2:7][CH2:8][CH2:9][CH2:10][CH2:11][CH2:12][CH2:13][CH2:14][CH2:15][CH3:16])(=[O:17])[NH:18][CH:19]1[CH2:20][O:21][C:51](=[O:52])[O:23][CH:22]1[CH:24]=[CH:25][CH2:26][CH2:27][CH2:28][CH2:29][CH2:30][CH2:31][CH2:32][CH2:33][CH2:34][CH2:35][CH2:36][CH2:37][CH3:38]. Starting materials: CC(C)(C)OC(=O)OC(=O)[O-], [Na+], C1COCCO1, [OH-], Nc1ccccc1N. Yields the product CC(C)(C)OC(=O)Nc1ccccc1N. As a reaction SMILES: [C:11]([CH3:12])([CH3:13])([CH3:14])[O:15][C:16](=[O:17])[O:18][C:19]([O-:20])=[O:21].[Na+:10].[O:22]1[CH2:23][CH2:24][O:25][CH2:26][CH2:27]1.[OH-:9].[c:1]1([NH2:8])[c:2]([NH2:7])[cH:3][cH:4][cH:5][cH:6]1>>[c:1]1([NH2:8])[c:2]([NH:7][C:16]([O:15][C:11]([CH3:12])([CH3:13])[CH3:14])=[O:17])[cH:3][cH:4][cH:5][cH:6]1. Solvent: O1CCCC1 (tetrahydrofuran). Starting materials: CO (MeOH), BrC=1N=C2C(=NC1Cl)N(C(CC2)=O)CCCCCCC(=O)OCC (Ethyl 7-(2-bromo-3-chloro-6-oxo-7,8-dihydropyrido[2,3-b]pyrazin-5(6H)-yl)heptanoate), O1CCCC1.B (borane tetrahydrofuran), resultant solution. Reaction SMILES: [Br:1][C:2]1[N:3]=[C:4]2[CH2:12][CH2:11][C:10](=O)[N:9]([CH2:14][CH2:15][CH2:16][CH2:17][CH2:18][CH2:19][C:20]([O:22][CH2:23][CH3:24])=[O:21])[C:5]2=[N:6][C:7]=1[Cl:8].O1CCCC1.B.CO>O1CCCC1>[Br:1][C:2]1[N:3]=[C:4]2[CH2:12][CH2:11][CH2:10][N:9]([CH2:14][CH2:15][CH2:16][CH2:17][CH2:18][CH2:19][C:20]([O:22][CH2:23][CH3:24])=[O:21])[C:5]2=[N:6][C:7]=1[Cl:8] |f:1.2|. Run at time 30 minute. Procedure: A solution of ethyl 7-(2-bromo-3-chloro-6-oxo-7,8-dihydropyrido[2,3-b]pyrazin-5(6H)-yl)heptanoate (step 1) (1.0 g, 2.388 mmol) in tetrahydrofuran (10 ml) under a nitrogen atmosphere at 0° C. was treated slowly with 1M borane tetrahydrofuran complex (11.94 ml, 11.94 mmol) and the resultant solution was stirred at 0° C. for 30 minutes and then allowed to warm to room temperature. The mixture was cooled to 0° C. and treated with borane tetrahydrofuran complex borane (2.4 ml, 2.4 mmol). Once the add... Product: BrC=1N=C2C(=NC1Cl)N(CCC2)CCCCCCC(=O)OCC (Ethyl 7-(2-bromo-3-chloro-7,8-dihydropyrido[2,3-b]pyrazin-5(6H)-yl)heptanoate).